From a dataset of the Open Reaction Database (ORD), a public repository of structured organic reaction records. describe an organic reaction: reactants, conditions, products, and yield Starting materials: C(C)N1C2=CC=CC=C2C=2C=C(C=CC12)C(C)=O (1-(9-ethyl-9H-carbazol-3-yl)ethanone), N1CCC(CC1)C=1C=C(C=CC1)N1C(CCC1)=O (1-[3-(4-piperidinyl)phenyl]-2-pyrrolidinone), C(C)(=O)O[BH-](OC(C)=O)OC(C)=O.[Na+] (sodium triacetoxyborohydride), CC(=O)O (HOAc), C(=O)(O)[O-].[Na+] (NaHCO3). Run in ClCCCl (1,2-dichloroethane). Conditions: time 8 hour. Product: C(C)N1C2=CC=CC=C2C=2C=C(C=CC12)CN1CCC(CC1)C=1C=C(C=CC1)N1C(CCC1)=O (1-(3-{1-[(9-ethyl-9H-carbazol-3-yl)methyl]-4-piperidinyl}phenyl)-2-pyrrolidinone). Isolated yield 10.2%. As a reaction SMILES: [CH2:1]([N:3]1[C:15]2[CH:14]=[CH:13][C:12]([C:16](=O)C)=[CH:11][C:10]=2[C:9]2[C:4]1=[CH:5][CH:6]=[CH:7][CH:8]=2)[CH3:2].[NH:19]1[CH2:24][CH2:23][CH:22]([C:25]2[CH:26]=[C:27]([N:31]3[CH2:35][CH2:34][CH2:33][C:32]3=[O:36])[CH:28]=[CH:29][CH:30]=2)[CH2:21][CH2:20]1.C(O[BH-](OC(=O)C)OC(=O)C)(=O)C.[Na+].CC(O)=O.C([O-])(O)=O.[Na+]>ClCCCl>[CH2:1]([N:3]1[C:15]2[CH:14]=[CH:13][C:12]([CH2:16][N:19]3[CH2:20][CH2:21][CH:22]([C:25]4[CH:26]=[C:27]([N:31]5[CH2:35][CH2:34][CH2:33][C:32]5=[O:36])[CH:28]=[CH:29][CH:30]=4)[CH2:23][CH2:24]3)=[CH:11][C:10]=2[C:9]2[C:4]1=[CH:5][CH:6]=[CH:7][CH:8]=2)[CH3:2] |f:2.3,5.6|. Procedure: Prepared by Scheme R and Procedure F. A solution of 1-(9-ethyl-9H-carbazol-3-yl)ethanone (22.3 mg, 0.100 mmol) and 1-[3-(4-piperidinyl)phenyl]-2-pyrrolidinone (27.2 mg, 0.100 mmol) in 1,2-dichloroethane (1.00 mL) was treated with sodium triacetoxyborohydride (63.6 mg, 0.300 mmol) and HOAc (5.70 uL, 0.100 mmol). The mixture was stirred overnight at room temperature. The reaction mixture was treated with a saturated aqueous NaHCO3 solution (10 mL). The aqueous layer was extracted with CH2Cl2 (3×10... The reactants are FC1=C(N)C=CC=C1F (2,3-difluoroaniline), [Na+].[N+](=O)([O-])C=1C=C(C=CC1)S(=O)(=O)[O-] (m-nitrobenzene sulfonic acid sodium salt), [OH-].[Na+] (NaOH), OS(=O)(=O)O (H2SO4). Run at temperature 135 celsius. RXN SMILES: [F:1][C:2]1[C:8]([F:9])=[CH:7][CH:6]=[CH:5][C:3]=1[NH2:4].[Na+].[N+]([C:14]1[CH:15]=C(S([O-])(=O)=O)C=C[CH:19]=1)([O-])=O.OS(O)(=O)=O.[OH-].[Na+]>OCC(CO)O>[F:9][C:8]1[C:2]([F:1])=[C:3]2[C:5]([CH:19]=[CH:14][CH:15]=[N:4]2)=[CH:6][CH:7]=1 |f:1.2,4.5|. Procedure details: To a mixture of 2,3-difluoroaniline (commercially available, 3.57 g), glycerol (5.55 g) and m-nitrobenzene sulfonic acid sodium salt (10.12 g) was added dropwise 70% H2SO4 (20 mL). The reaction was heated at 135° C. for 3.5 hours and then cooled to room temperature. It was poured over ice, made basic with 50% aqueous NaOH and extracted with Et2O. The combined organic layers were washed with brine, dried over anhydrous MgSO4 and concentrated on a rotary evaporator to give 4.13 g of the desired pr... Run in OCC(O)CO (glycerol). Product: FC1=CC=C2C=CC=NC2=C1F (7,8-Difluroquinoline). Reactants: O=C(O)c1ccc2c(c1)CCC1CC(O)(c3ccccc3)C(=O)CC21Cc1ccccc1, CCCP(=O)(O)O, Cn1ccnc1, CC#N, CCOC(C)=O, Cc1ncccc1N. Yields the product Cc1ncccc1NC(=O)c1ccc2c(c1)CCC1CC(O)(c3ccccc3)C(=O)CC21Cc1ccccc1. RXN SMILES: [CH2:1]([c:2]1[cH:3][cH:4][cH:5][cH:6][cH:7]1)[C:8]12[c:9]3[cH:10][cH:11][c:12]([C:30](=[O:31])[OH:32])[cH:13][c:14]3[CH2:15][CH2:16][CH:17]1[CH2:18][C:19]([c:23]1[cH:24][cH:25][cH:26][cH:27][cH:28]1)([OH:29])[C:20](=[O:22])[CH2:21]2.[CH2:47]([P:48]([OH:49])(=[O:50])[OH:51])[CH2:52][CH3:53].[CH3:41][n:42]1[cH:43][cH:44][n:45][cH:46]1.[CH3:54][C:55]#[N:56].[CH3:57][CH2:58][O:59][C:60](=[O:61])[CH3:62].[NH2:33][c:34]1[c:35]([CH3:40])[n:36][cH:37][cH:38][cH:39]1>>[CH2:1]([c:2]1[cH:3][cH:4][cH:5][cH:6][cH:7]1)[C:8]12[c:9]3[cH:10][cH:11][c:12]([C:30](=[O:31])[NH:33][c:34]4[c:35]([CH3:40])[n:36][cH:37][cH:38][cH:39]4)[cH:13][c:14]3[CH2:15][CH2:16][CH:17]1[CH2:18][C:19]([c:23]1[cH:24][cH:25][cH:26][cH:27][cH:28]1)([OH:29])[C:20](=[O:22])[CH2:21]2. The reactants are FC(C(=O)OC(C(F)(F)F)=O)(F)F (Trifluoroacetic anhydride), OCN(C)[N+](=O)[O-] (1-hydroxy-2-nitro-2-azapropane). Run in ClCCl (dichloromethane). Yields the product FC(C(=O)OCN(C)[N+](=O)[O-])(F)F (2-nitro-2-azapropyl trifluoroacetate). As a reaction SMILES: [F:1][C:2]([F:13])([F:12])[C:3]([O:5][C:6](=O)C(F)(F)F)=[O:4].O[CH2:15][N:16]([N+:18]([O-:20])=[O:19])C>ClCCl>[F:1][C:2]([F:13])([F:12])[C:3]([O:5][CH2:6][N:16]([N+:18]([O-:20])=[O:19])[CH3:15])=[O:4]. Reported procedure: Trifluoroacetic anhydride (20 ml, 103.6 g, 0.49 moles) was added to a stirred solution of 1-hydroxy-2-nitro-2-azapropane (40.0 g, 0.38 moles) in dichloromethane (60 ml) at -5° to 0° C. during 11/2 hours. The resulting solution was then distilled without warming at 20 mm, then to 3 mm. The product was distilled at 1.5 mm, 65° C. to give 2-nitro-2-azapropyl trifluoroacetate; yield: 48 g (63%). Starting materials: S(=O)=O (sulfur dioxide), ClC1=C(C=C(C=C1)N)CC (4-chloro-3-ethyl-phenylamine), N(=O)[O-].[Na+] (sodium nitrite), Cl (hydrochloric acid). Reagents/catalysts: [Cu]Cl (copper(I) chloride). Solvent: hexanes, C(C)(=O)O (acetic acid), C(C)(=O)O (acetic acid), O (water). The product is ClC1=C(C=C(C=C1)S(=O)(=O)Cl)CC (4-Chloro-3-ethyl-benzenesulfonyl chloride). As a reaction SMILES: [S:1](=[O:3])=[O:2].[Cl:4][C:5]1[CH:10]=[CH:9][C:8](N)=[CH:7][C:6]=1[CH2:12][CH3:13].N([O-])=O.[Na+].[ClH:18]>C(O)(=O)C.O.[Cu]Cl>[Cl:4][C:5]1[CH:10]=[CH:9][C:8]([S:1]([Cl:18])(=[O:3])=[O:2])=[CH:7][C:6]=1[CH2:12][CH3:13] |f:2.3|. Procedure details: Amounts used: 25 mL of acetic acid was saturated with sulfur dioxide, 700 mg of copper(I) chloride, 4.40 g (28.3 mmol) of 4-chloro-3-ethyl-phenylamine dissolved in a mixture of 9 mL of acetic acid and 9 mL of concentrated hydrochloric acid, 2.20 g of sodium nitrite in 10 mL of water. Flash chromatography on silica using 0-20% ethyl acetate in hexanes afforded 3.4 g of the product as a white solid. LC-MSD spectrum not observed; Reactants: C=CCOc1c(Cl)cccc1C(=O)NC1(C(=O)OCC)Cc2ccccc2C1, CCO, [K+], [OH-], O. Product: C=CCOc1c(Cl)cccc1C(=O)NC1(C(=O)O)Cc2ccccc2C1. As a reaction SMILES: [CH2:1]([CH3:2])[O:3][C:4](=[O:5])[C:6]1([NH:15][C:16]([c:17]2[c:18]([O:24][CH2:25][CH:26]=[CH2:27])[c:19]([Cl:23])[cH:20][cH:21][cH:22]2)=[O:28])[CH2:7][c:8]2[cH:9][cH:10][cH:11][cH:12][c:13]2[CH2:14]1.[CH3:32][CH2:33][OH:34].[K+:30].[OH-:29].[OH2:31]>>[O:3]=[C:4]([OH:5])[C:6]1([NH:15][C:16]([c:17]2[c:18]([O:24][CH2:25][CH:26]=[CH2:27])[c:19]([Cl:23])[cH:20][cH:21][cH:22]2)=[O:28])[CH2:7][c:8]2[cH:9][cH:10][cH:11][cH:12][c:13]2[CH2:14]1. The reactants are S1C(=NC2=C1C=CC=C2)NC(=O)C=2C=CC=C1CCN(CC21)C=2SC(=C(N2)C(=O)O)C2=CC=C(C=C2)CO (2-(8-(benzo[d]thiazol-2-ylcarbamoyl)-3,4-dihydroisoquinolin-2(1H)-yl)-5-(4-(hydroxymethyl)phenyl)thiazole-4-carboxylic acid), C(#N)C=1C(=CSC1)C=1C=CC(=C(CC2=C(N=C(S2)N2CC3=C(C=CC=C3CC2)C(/N=C\2/SC3=C(N2COCC[Si](C)(C)C)C=CC=C3)=O)C(=O)OC)C1)O ((E)-methyl 5-(5-(4-cyanothiophen-3-yl)-2-hydroxybenzyl)-2-(8-(3-((2-(trimethylsilyl)ethoxy)methyl)benzo[d]thiazol-2(3H)-ylidenecarbamoyl)-3,4-dihydroisoquinolin-2(1H)-yl)thiazole-4-carboxylate). Product: S1C(=NC2=C1C=CC=C2)NC(=O)C=2C=CC=C1CCN(CC21)C=2SC(=C(N2)C(=O)O)CC2=C(C=CC(=C2)C2=CSC=C2C#N)O (2-[8-(Benzothiazol-2-ylcarbamoyl)-3,4-dihydro-1H-isoquinolin-2-yl]-5-[5-(4-cyano-thiophen-3-yl)-2-hydroxy-benzyl]-thiazole-4-carboxylic acid). RXN SMILES: S1C2C=CC=CC=2N=C1NC(C1C=CC=C2C=1CN(C1SC(C3C=CC(CO)=CC=3)=C(C(O)=O)N=1)CC2)=O.[C:39]([C:41]1[C:42]([C:46]2[CH:47]=[CH:48][C:49]([OH:92])=[C:50]([CH:91]=2)[CH2:51][C:52]2[S:56][C:55]([N:57]3[CH2:66][CH2:65][C:64]4[C:59](=[C:60]([C:67](=[O:86])/[N:68]=[C:69]5/[S:70][C:71]6[CH:85]=[CH:84][CH:83]=[CH:82][C:72]=6[N:73]/5COCC[Si](C)(C)C)[CH:61]=[CH:62][CH:63]=4)[CH2:58]3)=[N:54][C:53]=2[C:87]([O:89]C)=[O:88])=[CH:43][S:44][CH:45]=1)#[N:40]>>[S:70]1[C:71]2[CH:85]=[CH:84][CH:83]=[CH:82][C:72]=2[N:73]=[C:69]1[NH:68][C:67]([C:60]1[CH:61]=[CH:62][CH:63]=[C:64]2[C:59]=1[CH2:58][N:57]([C:55]1[S:56][C:52]([CH2:51][C:50]3[CH:91]=[C:46]([C:42]4[C:41]([C:39]#[N:40])=[CH:45][S:44][CH:43]=4)[CH:47]=[CH:48][C:49]=3[OH:92])=[C:53]([C:87]([OH:89])=[O:88])[N:54]=1)[CH2:66][CH2:65]2)=[O:86]. Reported procedure: The title compound 60 was prepared in a similar manner to the synthesis of compound 34 by substituting compound 34D with compound 60A: 1H NMR (DMSO-d6): δ 9.92 (s, 1H), 8.55 (d, J=3.07 Hz, 1H), 8.00 (d, J=7.98 Hz, 1H), 7.77 (d, J=8.29 Hz, 1H), 7.63-7.66 (m, 2H), 7.29-7.48 (m, 6H), 6.90 (d, J=8.29 Hz, 1H), 4.79 (s, 2H), 4.34 (s, 2H), 3.66 (d, J=5.98 Hz, 2H), 2.99 (t, J=5.83 Hz, 2H). ESI (+)/MS: 650 (M+H)+. Reactants: CCOC(C)=O, COC(=O)CCN(CCc1ccc(OC)cc1)S(=O)(=O)c1ccc([N+](=O)[O-])cc1, CO, O=C[O-], [NH4+], [Pd]. Product: COC(=O)CCN(CCc1ccc(OC)cc1)S(=O)(=O)c1ccc(N)cc1. RXN SMILES: [C:35]([O:36][CH2:37][CH3:38])(=[O:39])[CH3:40].[CH3:1][O:2][c:3]1[cH:4][cH:5][c:6]([CH2:7][CH2:8][N:9]([CH2:10][CH2:11][C:12](=[O:13])[O:14][CH3:15])[S:16](=[O:17])(=[O:18])[c:19]2[cH:20][cH:21][c:22]([N+:25]([O-:26])=[O:27])[cH:23][cH:24]2)[cH:28][cH:29]1.[CH3:41][OH:42].[CH:30]([O-:31])=[O:32].[NH4+:33].[Pd:34]>>[CH3:1][O:2][c:3]1[cH:4][cH:5][c:6]([CH2:7][CH2:8][N:9]([CH2:10][CH2:11][C:12](=[O:13])[O:14][CH3:15])[S:16](=[O:17])(=[O:18])[c:19]2[cH:20][cH:21][c:22]([NH2:25])[cH:23][cH:24]2)[cH:28][cH:29]1.